From a dataset of the Open Reaction Database (ORD), a public repository of structured organic reaction records. describe an organic reaction: reactants, conditions, products, and yield The product is OCCNC1=C(C(=CC=C1)NCCO)C (2,6-bis(β-hydroxyethylamino)toluene). The reactants are ClCCONC(=O)NC1=C(C(=CC=C1)NC(NOCCCl)=O)C (2,6-bis(β-chloroethoxycarbamoylamino)toluene), CO (methanol), [OH-].[K+] (potassium hydroxide), C(C)(=O)O (acetic acid). Reaction SMILES: ClCCON[C:6]([NH:8][C:9]1[CH:14]=[CH:13][CH:12]=[C:11]([NH:15][C:16](=O)NOCCCl)[C:10]=1[CH3:23])=O.[OH-:24].[K+].[C:26]([OH:29])(=O)C.[CH3:30]O>O>[OH:24][CH2:30][CH2:16][NH:15][C:11]1[CH:12]=[CH:13][CH:14]=[C:9]([NH:8][CH2:6][CH2:26][OH:29])[C:10]=1[CH3:23] |f:1.2|. Run in O (water). Reaction conditions: temperature 75 celsius, time 2 hour. Procedure: 33.5 g of the 2,6-bis(β-chloroethoxycarbamoylamino)toluene obtained above under the 1st stage are initially introduced into the reaction vessel in 200 ml of water and 30 ml of methanol. The reaction mixture is heated to 75° C. and 70 g of 50% strength potassium hydroxide solution are added dropwise in the course of one hour. After the mixture has been subsequently stirred at 60° C. for 21/2 hours, the pH is brought to 8.0 with glacial acetic acid and the reaction mixture is cooled slowly. The pr... Starting materials: C(C)C1=C(N=C(S1)C1=CC=C(C=C1)C(F)(F)F)C(C(=O)O)C (2-[5-Ethyl-2-(4-trifluoromethyl-phenyl)-thiazol-4-yl]-propionic acid), COC(CCC1=C(C=C(C=C1)N)C)=O (3-(4-Amino-2-methyl-phenyl)-propionic acid methyl ester), CCN=C=NCCCN(C)C (EDCI). The reagents and catalysts are CN(C)C=1C=CN=CC1 (DMAP). Run in C(Cl)Cl (CH2Cl2). Reaction conditions: time 2 hour. Product: COC(CCC1=C(C=C(C=C1)NC(C(C)C=1N=C(SC1CC)C1=CC=C(C=C1)C(F)(F)F)=O)C)=O (3-(4-{2-[5-Ethyl-2-(4-trifluoromethyl-phenyl)-thiazol-4-yl]-propionylamino}-2-methyl-phenyl)-propionic-acid methyl ester). As a reaction SMILES: [CH2:1]([C:3]1[S:7][C:6]([C:8]2[CH:13]=[CH:12][C:11]([C:14]([F:17])([F:16])[F:15])=[CH:10][CH:9]=2)=[N:5][C:4]=1[CH:18]([CH3:22])[C:19](O)=[O:20])[CH3:2].[CH3:23][O:24][C:25](=[O:36])[CH2:26][CH2:27][C:28]1[CH:33]=[CH:32][C:31]([NH2:34])=[CH:30][C:29]=1[CH3:35].CCN=C=NCCCN(C)C>CN(C1C=CN=CC=1)C.C(Cl)Cl>[CH3:23][O:24][C:25](=[O:36])[CH2:26][CH2:27][C:28]1[CH:33]=[CH:32][C:31]([NH:34][C:19](=[O:20])[CH:18]([C:4]2[N:5]=[C:6]([C:8]3[CH:13]=[CH:12][C:11]([C:14]([F:16])([F:15])[F:17])=[CH:10][CH:9]=3)[S:7][C:3]=2[CH2:1][CH3:2])[CH3:22])=[CH:30][C:29]=1[CH3:35]. Procedure details: To a mixture of 2-[5-Ethyl-2-(4-trifluoromethyl-phenyl)-thiazol-4-yl]-propionic acid (0.35 mmol), 3-(4-Amino-2-methyl-phenyl)-propionic acid methyl ester (0.35 mmol), and DMAP (0.01 g, 0.082 mmol) in CH2Cl2 (5 mL) is added EDCI (0.08 g, 0.42 mmol). After stirring for 2 h at RT, the mixture is concentrated. The residue is redissolved in EtOAc, and the organics are washed with 1N HCl (1×), 2N NaOH (2×), water, and brine, and dried with MgSO4. The crude material is purified by flash chromatography ... Reactants: N1CCOCC1 (morpholine), C(CCC)[Li] (n-butyllithium), FNS(=O)(=O)C1=CC=CC=C1 (N-fluorobenzenesulfonamide), C(CCC)[Li] (n-butyllithium), BrC1=C(C=O)C=C(C(=C1)OC)OCC (2-bromo-5-ethoxy-4-methoxybenzaldehyde), [Cl-].[NH4+] (ammonium chloride). The solvent is C1CCOC1 (THF), C1CCOC1 (THF), C(C)(=O)OCC (ethyl acetate), C1CCOC1 (THF). Run at temperature -40 celsius, time 30 minute. The product is C(C)OC=1C(=CC(=C(C=O)C1)F)OC (5-ethoxy-2-fluoro-4-methoxybenzaldehyde). Yield: 67.0%. As a reaction SMILES: N1CCOCC1.C([Li])CCC.Br[C:13]1[CH:20]=[C:19]([O:21][CH3:22])[C:18]([O:23][CH2:24][CH3:25])=[CH:17][C:14]=1[CH:15]=[O:16].[F:26]NS(C1C=CC=CC=1)(=O)=O.[Cl-].[NH4+]>C1COCC1.C(OCC)(=O)C>[CH2:24]([O:23][C:18]1[C:19]([O:21][CH3:22])=[CH:20][C:13]([F:26])=[C:14]([CH:17]=1)[CH:15]=[O:16])[CH3:25] |f:4.5|. Reported procedure: To a solution of 2.62 ml of morpholine in 50 ml of THF there was added 11.2 ml of n-butyllithium (2.71 M, hexane solution) at −78° C. under a nitrogen atmosphere, and the mixture was stirred at −40° C. for 30 minutes. To this solution there was added dropwise a solution of 6.5 g of 2-bromo-5-ethoxy-4-methoxybenzaldehyde [CAS No. 56517-30-7] in 40 ml of THF at −78° C., and the mixture was stirred at −78° C. for 1 hour. After further adding 14.8 ml of n-butyllithium (2.71 M, hexane solution) at −7... Reactants: CC(=O)N1CCNCC1, O=C(O)c1ccc(-c2cnc3c(c2)N(Cc2cc(Cl)ccc2C(F)(F)F)CCN3)cc1. The product is CC(=O)N1CCN(C(=O)c2ccc(-c3cnc4c(c3)N(Cc3cc(Cl)ccc3C(F)(F)F)CCN4)cc2)CC1. RXN SMILES: [C:32]([CH3:33])(=[O:34])[N:35]1[CH2:36][CH2:37][NH:38][CH2:39][CH2:40]1.[Cl:1][c:2]1[cH:3][cH:4][c:5]([C:28]([F:29])([F:30])[F:31])[c:6]([CH2:7][N:8]2[c:9]3[c:10]([n:14][cH:15][c:16](-[c:18]4[cH:19][cH:20][c:21]([C:22](=[O:23])[OH:24])[cH:25][cH:26]4)[cH:17]3)[NH:11][CH2:12][CH2:13]2)[cH:27]1>>[Cl:1][c:2]1[cH:3][cH:4][c:5]([C:28]([F:29])([F:30])[F:31])[c:6]([CH2:7][N:8]2[c:9]3[c:10]([n:14][cH:15][c:16](-[c:18]4[cH:19][cH:20][c:21]([C:22](=[O:24])[N:38]5[CH2:37][CH2:36][N:35]([C:32]([CH3:33])=[O:34])[CH2:40][CH2:39]5)[cH:25][cH:26]4)[cH:17]3)[NH:11][CH2:12][CH2:13]2)[cH:27]1.